This data is from the Open Reaction Database (ORD), a public repository of structured organic reaction records. The task is: describe an organic reaction: reactants, conditions, products, and yield Reactants: CCOCC, CC(=O)Cc1ccc2c(c1)c1cc(Cl)ccc1c1c2nc(-c2c(C#N)cccc2C#N)n1COCC[Si](C)(C)C, [Li]C. The product is CC(C)(O)Cc1ccc2c(c1)c1cc(Cl)ccc1c1c2nc(-c2c(C#N)cccc2C#N)n1COCC[Si](C)(C)C. RXN SMILES: [CH3:43][CH2:44][O:45][CH2:46][CH3:47].[Cl:3][c:4]1[cH:5][c:6]2[c:7]3[cH:8][c:9]([CH2:39][C:40]([CH3:41])=[O:42])[cH:10][cH:11][c:12]3[c:13]3[c:14]([n:15]([CH2:28][O:29][CH2:30][CH2:31][Si:32]([CH3:33])([CH3:34])[CH3:35])[c:16](-[c:18]4[c:19]([C:20]#[N:21])[cH:22][cH:23][cH:24][c:25]4[C:26]#[N:27])[n:17]3)[c:36]2[cH:37][cH:38]1.[Li:1][CH3:2]>>[CH3:2][C:40]([CH2:39][c:9]1[cH:8][c:7]2[c:6]3[cH:5][c:4]([Cl:3])[cH:38][cH:37][c:36]3[c:14]3[c:13]([c:12]2[cH:11][cH:10]1)[n:17][c:16](-[c:18]1[c:19]([C:20]#[N:21])[cH:22][cH:23][cH:24][c:25]1[C:26]#[N:27])[n:15]3[CH2:28][O:29][CH2:30][CH2:31][Si:32]([CH3:33])([CH3:34])[CH3:35])([CH3:41])[OH:42]. Starting materials: CO, CC(C)N(CC1OC(n2cnc3c(N)ncnc32)C2OC(C)(C)OC12)C1CC(CCc2nc3cc(C4CCC4)ccc3[nH]2)C1, Cl, N. Yields the product CC(C)N(CC1OC(n2cnc3c(N)ncnc32)C(O)C1O)C1CC(CCc2nc3cc(C4CCC4)ccc3[nH]2)C1. RXN SMILES: [CH3:47][OH:48].[CH:2]1([c:6]2[cH:7][c:8]3[c:9]([nH:10][c:11]([CH2:13][CH2:14][CH:15]4[CH2:16][CH:17]([N:19]([CH:20]([CH3:21])[CH3:22])[CH2:23][CH:24]5[O:25][CH:26]([n:34]6[c:35]7[n:36][cH:37][n:38][c:39]([NH2:43])[c:40]7[n:41][cH:42]6)[CH:27]6[CH:28]5[O:29][C:30]([CH3:32])([CH3:33])[O:31]6)[CH2:18]4)[n:12]3)[cH:44][cH:45]2)[CH2:3][CH2:4][CH2:5]1.[ClH:1].[NH3:46]>>[CH:2]1([c:6]2[cH:7][c:8]3[c:9]([nH:10][c:11]([CH2:13][CH2:14][CH:15]4[CH2:16][CH:17]([N:19]([CH:20]([CH3:21])[CH3:22])[CH2:23][CH:24]5[O:25][CH:26]([n:34]6[c:35]7[n:36][cH:37][n:38][c:39]([NH2:43])[c:40]7[n:41][cH:42]6)[CH:27]([OH:31])[CH:28]5[OH:29])[CH2:18]4)[n:12]3)[cH:44][cH:45]2)[CH2:3][CH2:4][CH2:5]1. The solvent is C1(=CC=CC=C1)C (toluene). Reactants: FC1=C(C=O)C(=CC=C1)I (2-Fluoro-6-iodo-benzaldehyde), C(CCO)O (1,3-propanediol), C1(=CC=C(C=C1)S(=O)(=O)O)C (para-toluenesulfonic acid). Product: FC1=C(C(=CC=C1)I)C1OCCCO1 (2-(2-Fluoro-6-iodo-phenyl)-[1,3]dioxane). The yield is 98.7%. Procedure details: 2-Fluoro-6-iodo-benzaldehyde (3.0 g, 12 mmol), 1,3-propanediol (1.3 ml, 18 mmol), and para-toluenesulfonic acid (342 mg, 1.8 mmol) is heated at reflux in toluene (60 ml) using a Dean-Stark apparatus for 2 hours. The organic layer is washed with brine and dried over MgSO4 and evaporated to afford the desired compound (3.65 g). RXN SMILES: [F:1][C:2]1[CH:9]=[CH:8][CH:7]=[C:6]([I:10])[C:3]=1[CH:4]=[O:5].[CH2:11](O)[CH2:12][CH2:13][OH:14].C1(C)C=CC(S(O)(=O)=O)=CC=1>C1(C)C=CC=CC=1>[F:1][C:2]1[CH:9]=[CH:8][CH:7]=[C:6]([I:10])[C:3]=1[CH:4]1[O:14][CH2:13][CH2:12][CH2:11][O:5]1. Starting materials: C(C)(C)[C@H](COCC1CCN(CC1)C(C)C)N ((R)-1-(isopropyl)-2-(1-iso-propylpiperidin-4-ylmethoxy)ethylamine), ClC1=CNC2=CC(=CC=C12)C(=O)O (3-chloroindole-6-carboxylic acid). Product: Cl.ClC1=CNC2=CC(=CC=C12)C(=O)N[C@@H](COCC1CCN(CC1)C(C)C)C(C)C (3-Chloro-N-[(R)-1-(Isopropyl)-2-(1-isopropylpiperidine-4-yl-methoxy)ethyl]-1H-indole-6-carboxamide hydrochloride). As a reaction SMILES: [CH:1]([C@@H:4]([NH2:17])[CH2:5][O:6][CH2:7][CH:8]1[CH2:13][CH2:12][N:11]([CH:14]([CH3:16])[CH3:15])[CH2:10][CH2:9]1)([CH3:3])[CH3:2].[Cl:18][C:19]1[C:27]2[C:22](=[CH:23][C:24]([C:28](O)=[O:29])=[CH:25][CH:26]=2)[NH:21][CH:20]=1>>[ClH:18].[Cl:18][C:19]1[C:27]2[C:22](=[CH:23][C:24]([C:28]([NH:17][C@H:4]([CH:1]([CH3:3])[CH3:2])[CH2:5][O:6][CH2:7][CH:8]3[CH2:9][CH2:10][N:11]([CH:14]([CH3:16])[CH3:15])[CH2:12][CH2:13]3)=[O:29])=[CH:25][CH:26]=2)[NH:21][CH:20]=1 |f:2.3|. Reported procedure: Using coupling method A, (R)-1-(isopropyl)-2-(1-iso-propylpiperidin-4-ylmethoxy)ethylamine (135 mg, 0.56 mmol) and 3-chloroindole-6-carboxylic acid (109 mg, 0.56 mmol) afforded, after purification (SiO2: 4:2:1 DCM:EtOAc:isopropylamine) and conversion to the HCl salt by general method A, 167 mg (66%) of the title compound.